Dataset: the Open Reaction Database (ORD), a public repository of structured organic reaction records. Task: describe an organic reaction: reactants, conditions, products, and yield Reactants: N(=NC(=O)OC(C)C)C(=O)OC(C)C.C1(=CC=CC=C1)P(C1=CC=CC=C1)C1=CC=CC=C1 (diisopropyl azodicarboxylate triphenylphosphine), C1(=CC=CC=C1)P(C1=CC=CC=C1)C1=CC=CC=C1 (triphenylphosphine), N(=NC(=O)OC(C)C)C(=O)OC(C)C (diisopropyl azodicarboxylate), (1R/S,3R/S,6R/S)-ethyl 2-(hydroxymethyl)-5-methylcyclohexanecarboxylate, ( 1R/S,3S/R,6R/S ), OCC1C(CC(CC1)C)C(=O)OCC (ethyl 2-(hydroxymethyl)-5-methylcyclohexanecarboxylate), FC1=CC=C(C=C1)S (4-fluorobenzenethiol). Run in [Cl-].[Na+].O (brine), CCOCC (Ether), CN(C=O)C (dimethylformamide), CN(C=O)C (dimethylformamide). Reaction conditions: temperature 0 celsius, time 10 minute. Yields the product (1R/S,3R/S,6R/S)-ethyl 2-{[(4-fluorophenyl)sulfanyl]methyl}-5-methylcyclohexanecarboxylate, FC1=CC=C(C=C1)SCC1C(CC(CC1)C)C(=O)OCC (ethyl 2-{[(4-fluorophenyl)sulfanyl]methyl}-5-methylcyclohexane-carboxylate). Reaction SMILES: C1(P(C2C=CC=CC=2)C2C=CC=CC=2)C=CC=CC=1.N(C(OC(C)C)=O)=NC(OC(C)C)=O.O[CH2:35][CH:36]1[CH2:41][CH2:40][CH:39]([CH3:42])[CH2:38][CH:37]1[C:43]([O:45][CH2:46][CH3:47])=[O:44].[F:48][C:49]1[CH:54]=[CH:53][C:52]([SH:55])=[CH:51][CH:50]=1.N(C(OC(C)C)=O)=NC(OC(C)C)=O.C1(P(C2C=CC=CC=2)C2C=CC=CC=2)C=CC=CC=1>CN(C)C=O.[Cl-].[Na+].O.CCOCC>[F:48][C:49]1[CH:54]=[CH:53][C:52]([S:55][CH2:35][CH:36]2[CH2:41][CH2:40][CH:39]([CH3:42])[CH2:38][CH:37]2[C:43]([O:45][CH2:46][CH3:47])=[O:44])=[CH:51][CH:50]=1 |f:4.5,7.8.9|. Procedure: To a cold (0° C.) solution of triphenylphosphine (260 mg, 1.0 mmol) in dimethylformamide (1 mL) was added diisopropyl azodicarboxylate (180 μL, 0.9 mmol) and the reaction mixture was stirred at 0° C. for 10 min. A mixture of (1R/S,3R/S,6R/S)-ethyl 2-(hydroxymethyl)-5-methylcyclohexanecarboxylate and (1R/S,3S/R,6R/S)-ethyl 2-(hydroxymethyl)-5-methylcyclohexanecarboxylate (1:1 mixture, 160 mg, 0.8 mmol) and 4-fluorobenzenethiol (100 μL, 0.9 mmol) in dimethylformamide (1 mL) was added to the diisop... Starting materials: CCOC(C)=O, CC#N, CN(C)C, O=C(Oc1ccc(Cl)cc1Cn1nc(-c2ccc(C(F)(F)F)cc2)oc1=O)c1ccc(CCl)cc1. Product: C[N+](C)(C)Cc1ccc(C(=O)Oc2ccc(Cl)cc2Cn2nc(-c3ccc(C(F)(F)F)cc3)oc2=O)cc1, [Cl-]. As a reaction SMILES: [C:40]([O:41][CH2:42][CH3:43])(=[O:44])[CH3:45].[C:46](#[N:47])[CH3:48].[CH3:36][N:37]([CH3:38])[CH3:39].[Cl:1][CH2:2][c:3]1[cH:4][cH:5][c:6]([C:7](=[O:8])[O:9][c:10]2[c:11]([CH2:17][n:18]3[c:19](=[O:33])[o:20][c:21](-[c:23]4[cH:24][cH:25][c:26]([C:29]([F:30])([F:31])[F:32])[cH:27][cH:28]4)[n:22]3)[cH:12][c:13]([Cl:16])[cH:14][cH:15]2)[cH:34][cH:35]1>>[CH2:2]([c:3]1[cH:4][cH:5][c:6]([C:7](=[O:8])[O:9][c:10]2[c:11]([CH2:17][n:18]3[c:19](=[O:33])[o:20][c:21](-[c:23]4[cH:24][cH:25][c:26]([C:29]([F:30])([F:31])[F:32])[cH:27][cH:28]4)[n:22]3)[cH:12][c:13]([Cl:16])[cH:14][cH:15]2)[cH:34][cH:35]1)[N+:37]([CH3:36])([CH3:38])[CH3:39].[Cl-:1]. The reactants are C(Cl)Cl.CO (CH2Cl2 CH3OH), COC[C@H]1N(CCC1)S(=O)(=O)C=1C=C2C3(C(NC2=CC1)=O)OCCCO3 (5′-{[(2S)-2-(methoxymethyl)pyrrolidin-1-yl]sulfonyl}spiro[1,3-dioxane-2,3′-indol]-2′(1′H)-one), [OH-].C(C1=CC=CC=C1)[N+](C)(C)C (benzyltrimethyl-ammonium hydroxide), O (H2O). Solvent: CCO (EtOH). Run at temperature 59 celsius. Product: COC[C@H]1N(CCC1)S(=O)(=O)C1=CC=2C(C=3N(C2C=C1)CCCN3)=O (8-{[(2S)-2-(Methoxymethyl)pyrrolidin-1-yl]sulfonyl}-3,4-dihydropyrimido[1,2-a]indol-10(2H)-one). Yield: 290.0%. Reaction SMILES: [CH3:1][O:2][CH2:3][C@@H:4]1[CH2:8][CH2:7][CH2:6][N:5]1[S:9]([C:12]1[CH:13]=[C:14]2[C:18](=[CH:19][CH:20]=1)[NH:17][C:16](=O)[C:15]12OCCC[O:22]1)(=[O:11])=[O:10].[OH-].[CH2:28]([N+:35](C)(C)C)[C:29]1C=CC=C[CH:30]=1.O.C(Cl)Cl.CO>CCO>[CH3:1][O:2][CH2:3][C@@H:4]1[CH2:8][CH2:7][CH2:6][N:5]1[S:9]([C:12]1[CH:20]=[CH:19][C:18]2[N:17]3[CH2:30][CH2:29][CH2:28][N:35]=[C:16]3[C:15](=[O:22])[C:14]=2[CH:13]=1)(=[O:11])=[O:10] |f:1.2,4.5|. Reported procedure: A suspension of 5′-{[(2S)-2-(methoxymethyl)pyrrolidin-1-yl]sulfonyl}spiro[1,3-dioxane-2,3′-indol]-2′(1′H)-one (6.8 g, 17.8 mmol) and benzyltrimethyl-ammonium hydroxide (40% by weight aqueous solution, 1.94 mL, 4.27 mmol, 0.25 eq) in absolute EtOH (80 mL) was heated to 59° C. and acryonitrile (2.93 mL, 44.5 mmol, 2.5 eq) was added drop-wise. After heating 5 hrs at 72° C. the reaction was cooled to room temperature, poured into H2O (160 mL) and extracted with EtOAc (3×150 mL). The combined organic... The reactants are COC(=O)C(=CC1CCCCC1)c1ccc(S(C)(=O)=O)c([N+](=O)[O-])c1, CCO, [Na+], [OH-]. The product is CS(=O)(=O)c1ccc(C(=CC2CCCCC2)C(=O)O)cc1[N+](=O)[O-]. As a reaction SMILES: [CH3:1][O:2][C:3]([C:4](=[CH:5][CH:6]1[CH2:7][CH2:8][CH2:9][CH2:10][CH2:11]1)[c:12]1[cH:13][c:14]([N+:22](=[O:23])[O-:24])[c:15]([S:18](=[O:19])(=[O:20])[CH3:21])[cH:16][cH:17]1)=[O:25].[CH3:28][CH2:29][OH:30].[Na+:27].[OH-:26]>>[O:2]=[C:3]([C:4](=[CH:5][CH:6]1[CH2:7][CH2:8][CH2:9][CH2:10][CH2:11]1)[c:12]1[cH:13][c:14]([N+:22](=[O:23])[O-:24])[c:15]([S:18](=[O:19])(=[O:20])[CH3:21])[cH:16][cH:17]1)[OH:25]. Yield: 50.3%. Product: C(C)(C)(C)N1N=C2CCNCCC2=C1C1=COC=C1 (2-tert-Butyl-3-furan-3-yl-2,4,5,6,7,8-hexahydro-1,2,6-triaza-azulene). As a reaction SMILES: C(OC([N:8]1[CH2:17][CH2:16][C:15]2[C:11](=[C:12](OS(C(F)(F)F)(=O)=O)[N:13]([C:18]([CH3:21])([CH3:20])[CH3:19])[N:14]=2)[CH2:10][CH2:9]1)=O)(C)(C)C.[O:30]1[CH:34]=[CH:33][C:32](B(O)O)=[CH:31]1>>[C:18]([N:13]1[C:12]([C:32]2[CH:33]=[CH:34][O:30][CH:31]=2)=[C:11]2[C:15]([CH2:16][CH2:17][NH:8][CH2:9][CH2:10]2)=[N:14]1)([CH3:19])([CH3:20])[CH3:21]. Reported procedure: The title compound (60 mg) was prepared according to Example 215 using 203 mg of 2-(tert-butyl)-3-trifluoromethanesulfonyloxy-4,5,7,8-tetrahydro-2H-1,2,6-triaza-azulene-6-carboxylic acid tert-butyl ester (Example 215, Step A) and 154 mg of 3-furanboronic acid. MS (ESI): exact mass calculated for C15H21N3O, 259.17. found, m/z 260.5 [M+H]+. 1H NMR (500 MHz, CD3OD): 7.69-7.68 (m, 1H), 7.61 (br s, 1H), 6.50-6.49 (m, 1H), 3.38-3.36 (m, 2H), 3.27-3.25 (m, 2H), 3.13-3.11 (m, 2H), 2.63-2.61 (m, 2H), 1.5... Starting materials: C(C)(C)(C)OC(=O)N1CCC2=C(N(N=C2CC1)C(C)(C)C)OS(=O)(=O)C(F)(F)F (2-(tert-butyl)-3-trifluoromethanesulfonyloxy-4,5,7,8-tetrahydro-2H-1,2,6-triaza-azulene-6-carboxylic acid tert-butyl ester), O1C=C(C=C1)B(O)O (3-furanboronic acid). Starting materials: Brc1ccc(Br)nc1, CC#N, OC1CCNCC1. The product is OC1CCN(c2ccc(Br)cn2)CC1. As a reaction SMILES: [Br:1][c:2]1[n:3][cH:4][c:5]([Br:8])[cH:6][cH:7]1.[CH3:16][C:17]#[N:18].[OH:9][CH:10]1[CH2:11][CH2:12][NH:13][CH2:14][CH2:15]1>>[c:2]1([N:13]2[CH2:12][CH2:11][CH:10]([OH:9])[CH2:15][CH2:14]2)[n:3][cH:4][c:5]([Br:8])[cH:6][cH:7]1.